Dataset: the Open Reaction Database (ORD), a public repository of structured organic reaction records. Task: describe an organic reaction: reactants, conditions, products, and yield Reactants: CCOC(=O)[C@H](CCC=1C=CC=CC1)N[C@@H](C)C(=O)N2CC=3C=C(C(=CC3C[C@H]2C(=O)O)OC)OC.Cl (moexipril hydrochloride), [OH-].[Mg+2].[OH-] (magnesium hydroxide). The solvent is O (water). The product is CCOC(=O)[C@H](CCC=1C=CC=CC1)N[C@@H](C)C(=O)N2CC=3C=C(C(=CC3C[C@H]2C(=O)O)OC)OC.[Mg] (moexipril magnesium), [Cl-].[Mg+2].[Cl-] (magnesium chloride). RXN SMILES: [CH3:1][CH2:2][O:3][C:4]([C@@H:6]([NH:15][C@H:16]([C:18]([N:20]1[C@H:29]([C:30]([OH:32])=[O:31])[CH2:28][C:27]2[CH:26]=[C:25]([O:33][CH3:34])[C:24]([O:35][CH3:36])=[CH:23][C:22]=2[CH2:21]1)=[O:19])[CH3:17])[CH2:7][CH2:8][C:9]1[CH:10]=[CH:11][CH:12]=[CH:13][CH:14]=1)=[O:5].[ClH:37].[OH-].[Mg+2:39].[OH-]>O>[CH3:1][CH2:2][O:3][C:4]([C@@H:6]([NH:15][C@H:16]([C:18]([N:20]1[C@H:29]([C:30]([OH:32])=[O:31])[CH2:28][C:27]2[CH:26]=[C:25]([O:33][CH3:34])[C:24]([O:35][CH3:36])=[CH:23][C:22]=2[CH2:21]1)=[O:19])[CH3:17])[CH2:7][CH2:8][C:9]1[CH:14]=[CH:13][CH:12]=[CH:11][CH:10]=1)=[O:5].[Mg:39].[Cl-:37].[Mg+2:39].[Cl-:37] |f:0.1,2.3.4,6.7,8.9.10|. Reported procedure: In the liquid mixture, the 10.0 g of moexipril hydrochloride reacted with 1.09 g of magnesium hydroxide to produce 9.53 g of moexipril magnesium plus 0.89 g of magnesium chloride, plus 0.67 g of water. The liquid was then filtered to remove the excess magnesium hydroxide. Starting materials: CC(C)=CCCC(C)CC=O (citronellal), CC(C)=CCCC(C)CC=O (citronellal), C([C@@H]1[C@@H]2[C@@H]([C@H]([C@H](O1)O[C@@H]3[C@H](O[C@@H]([C@@H]([C@H]3O)O)O[C@@H]4[C@H](O[C@@H]([C@@H]([C@H]4O)O)O[C@@H]5[C@H](O[C@@H]([C@@H]([C@H]5O)O)O[C@@H]6[C@H](O[C@@H]([C@@H]([C@H]6O)O)O[C@@H]7[C@H](O[C@@H]([C@@H]([C@H]7O)O)O[C@@H]8[C@H](O[C@H](O2)[C@@H]([C@H]8O)O)CO)CO)CO)CO)CO)CO)O)O)O (β-cyclodextrin), (S)- and (R)-citronellal. Run at time 2 minute. The product is CC(C)=CCCC(C)=CC=O (Citral). As a reaction SMILES: [CH3:1][C:2](=[CH:4][CH2:5][CH2:6][CH:7]([CH2:9][CH:10]=[O:11])[CH3:8])[CH3:3].C(O)[C@H]1O[C@@H]2O[C@H]3[C@H](O)[C@@H](O)[C@@H](O[C@H]4[C@H](O)[C@@H](O)[C@@H](O[C@H]5[C@H](O)[C@@H](O)[C@@H](O[C@H]6[C@H](O)[C@@H](O)[C@@H](O[C@H]7[C@H](O)[C@@H](O)[C@@H](O[C@H]8[C@H](O)[C@@H](O)[C@@H](O[C@H]1[C@H](O)[C@H]2O)O[C@@H]8CO)O[C@@H]7CO)O[C@@H]6CO)O[C@@H]5CO)O[C@@H]4CO)O[C@@H]3CO>>[CH3:3][C:2](=[CH:4][CH2:5][CH2:6][C:7](=[CH:9][CH:10]=[O:11])[CH3:8])[CH3:1]. Procedure: Determination of enantiomeric excess and absolute configuration: the enantiomeric excess of citronellal was determined using a modified β-cyclodextrin capillary column (hydrodex-β-TBDAc, 25 m, 0.25 mm) temperature program: 40° C. hold 2 min, 4° C./min to 120° C., 1 min. hold, 20° C./min to 180° C., 3 min. hold. Retention times were as follows: (S)- and (R)-citronellal 19.84 and 19.97 min resp. The absolute configuration of citronellal was determined by coinjecting a commercially available refere... Product: ClC1=C(C=C(C(=C1)Cl)OCC#C)N1C(N2C(=CCCC2)C1=O)=O (2-(2,4-dichloro-5-propargyloxyphenyl)-5,6-dihydroimidazo [1,5-a] pyridine-1,3[2H, 7H]-dione). Run in C(C)#N (acetonitrile). Yield: 72.5%. Procedure details: An acetonitrile (10 mL) solution of 2-(2,4-dichloro-5-hydroxyphenyl)-5,6-dihydroimidazo [1,5-a] pyridine-1,3[2H, 7H]-dione (0.50 g, 1.61 mmol), propargylbromide (0.16 mL, 1.77 mmol) and potassium carbonate (0.22 g, 1.61 mmol) was stirred for 3 hours under reflux. A saturated ammonium chloride solution (20 mL) was added to the resulting mixture and the organic layer combined was washed with a saturated sodium chloride solution (40 mL) and dried over anhydrous magnesium sulfate. After removal of m... The reactants are ClC1=C(C=C(C(=C1)Cl)O)N1C(N2C(=CCCC2)C1=O)=O (2-(2,4-dichloro-5-hydroxyphenyl)-5,6-dihydroimidazo [1,5-a] pyridine-1,3[2H, 7H]-dione), C(C#C)Br (propargylbromide), C([O-])([O-])=O.[K+].[K+] (potassium carbonate), [Cl-].[NH4+] (ammonium chloride). Reaction SMILES: [Cl:1][C:2]1[CH:7]=[C:6]([Cl:8])[C:5]([OH:9])=[CH:4][C:3]=1[N:10]1[C:18](=[O:19])[C:13]2=[CH:14][CH2:15][CH2:16][CH2:17][N:12]2[C:11]1=[O:20].[CH2:21](Br)[C:22]#[CH:23].C(=O)([O-])[O-].[K+].[K+].[Cl-].[NH4+]>C(#N)C>[Cl:1][C:2]1[CH:7]=[C:6]([Cl:8])[C:5]([O:9][CH2:23][C:22]#[CH:21])=[CH:4][C:3]=1[N:10]1[C:18](=[O:19])[C:13]2=[CH:14][CH2:15][CH2:16][CH2:17][N:12]2[C:11]1=[O:20] |f:2.3.4,5.6|. Solvent: CN(C)C=O (DMF), C(Cl)Cl (DCM). As a reaction SMILES: Cl[C:2]1[CH:7]=[CH:6][N:5]([C:8]2[CH:13]=[CH:12][C:11]([O:14]COCC[Si](C)(C)C)=[C:10]([O:23][CH3:24])[CH:9]=2)[C:4](=[O:25])[CH:3]=1.[F:26][C:27]([F:39])([F:38])[O:28][C:29]1[CH:34]=[CH:33][C:32](B(O)O)=[CH:31][CH:30]=1.[O-]P([O-])([O-])=O.[K+].[K+].[K+]>CN(C=O)C.C(Cl)Cl.C1C=CC([P]([Pd]([P](C2C=CC=CC=2)(C2C=CC=CC=2)C2C=CC=CC=2)([P](C2C=CC=CC=2)(C2C=CC=CC=2)C2C=CC=CC=2)[P](C2C=CC=CC=2)(C2C=CC=CC=2)C2C=CC=CC=2)(C2C=CC=CC=2)C2C=CC=CC=2)=CC=1>[OH:14][C:11]1[CH:12]=[CH:13][C:8]([N:5]2[CH:6]=[CH:7][C:2]([C:29]3[CH:30]=[CH:31][C:32]([C:27]([F:39])([F:38])[F:26])=[CH:33][CH:34]=3)=[CH:3][C:4]2=[O:25])=[CH:9][C:10]=1[O:23][CH3:24].[OH:14][C:11]1[CH:12]=[CH:13][C:8]([N:5]2[CH:6]=[CH:7][C:2]([C:32]3[CH:31]=[CH:30][C:29]([O:28][C:27]([F:26])([F:38])[F:39])=[CH:34][CH:33]=3)=[CH:3][C:4]2=[O:25])=[CH:9][C:10]=1[O:23][CH3:24] |f:2.3.4.5,^1:59,61,80,99|. Conditions: temperature 90 celsius, time 8 hour. Isolated yield 85.0%. Product: OC1=C(C=C(C=C1)N1C(C=C(C=C1)C1=CC=C(C=C1)C(F)(F)F)=O)OC (1-(4-hydroxy-3-methoxyphenyl)-4-(4-(trifluoromethyl)phenyl)pyridin-2(1H)-one), OC1=C(C=C(C=C1)N1C(C=C(C=C1)C1=CC=C(C=C1)OC(F)(F)F)=O)OC (1-(4-hydroxy-3-methoxyphenyl)-4-(4-(trifluoromethoxy)phenyl)pyridin-2(1H)-one). Reactants: ClC1=CC(N(C=C1)C1=CC(=C(C=C1)OCOCC[Si](C)(C)C)OC)=O (4-chloro-1-(3-methoxy-4-((2-(trimethylsilyl)ethoxy)methoxy)phenyl)-pyridin-2(1H)-one), FC(OC1=CC=C(C=C1)B(O)O)(F)F (4-(trifluoromethoxy)phenylboronic acid), [O-]P(=O)([O-])[O-].[K+].[K+].[K+] (Potassium phosphate tribasic). The reagents and catalysts are C=1C=CC(=CC1)[P](C=2C=CC=CC2)(C=3C=CC=CC3)[Pd]([P](C=4C=CC=CC4)(C=5C=CC=CC5)C=6C=CC=CC6)([P](C=7C=CC=CC7)(C=8C=CC=CC8)C=9C=CC=CC9)[P](C=1C=CC=CC1)(C=1C=CC=CC1)C=1C=CC=CC1 (PalladiumTetrakis). Procedure: A mixture of 4-chloro-1-(3-methoxy-4-((2-(trimethylsilyl)ethoxy)methoxy)phenyl)-pyridin-2(1H)-one Part A (118 mg, 0.31 mmol), 4-(trifluoromethoxy)phenylboronic acid (95 mg, 0.463 mmol), Potassium phosphate tribasic (197 mg, 0.93 mmol), and PalladiumTetrakis (18 mg, 0.02 mmol) in DMF (1.5 mL) was stirred under nitrogen at 90° C. overnight. The mixture was diluted with DCM, filtered, and concentrated. The crude was dissolved in 10:90 MeOH/CH2Cl2 (5 mL) and 4N HCl in dioxane (1 mL) was added. The m... The reactants are O=C([O-])[O-], NC1=NC2(CO1)c1cc(OS(=O)(=O)C(F)(F)F)ccc1Oc1c(F)cc(C3=CCOCC3)cc12, [K+], [K+], CN(C)C=O, c1ccc(P(c2ccccc2)(c2ccccc2)[Pd](P(c2ccccc2)(c2ccccc2)c2ccccc2)(P(c2ccccc2)(c2ccccc2)c2ccccc2)P(c2ccccc2)(c2ccccc2)c2ccccc2)cc1, OB(O)c1cccnc1. The product is NC1=NC2(CO1)c1cc(-c3cccnc3)ccc1Oc1c(F)cc(C3=CCOCC3)cc12. Reaction SMILES: [C:44](=[O:45])([O-:46])[O-:47].[F:1][C:2]([F:3])([F:4])[S:5]([O:6][c:7]1[cH:8][cH:9][c:10]2[c:24]([cH:25]1)[C:18]1([c:17]3[c:12]([c:13]([F:32])[cH:14][c:15]([C:26]4=[CH:31][CH2:30][O:29][CH2:28][CH2:27]4)[cH:16]3)[O:11]2)[N:19]=[C:20]([NH2:23])[O:21][CH2:22]1)(=[O:33])=[O:34].[K+:48].[K+:49].[O:127]=[CH:128][N:129]([CH3:130])[CH3:131].[cH:50]1[cH:51][cH:52][c:53]([P:54]([Pd:55]([P:56]([c:57]2[cH:58][cH:59][cH:60][cH:61][cH:62]2)([c:63]2[cH:64][cH:65][cH:66][cH:67][cH:68]2)[c:69]2[cH:70][cH:71][cH:72][cH:73][cH:74]2)([P:75]([c:76]2[cH:77][cH:78][cH:79][cH:80][cH:81]2)([c:82]2[cH:83][cH:84][cH:85][cH:86][cH:87]2)[c:88]2[cH:89][cH:90][cH:91][cH:92][cH:93]2)[P:94]([c:95]2[cH:96][cH:97][cH:98][cH:99][cH:100]2)([c:101]2[cH:102][cH:103][cH:104][cH:105][cH:106]2)[c:107]2[cH:108][cH:109][cH:110][cH:111][cH:112]2)([c:113]2[cH:114][cH:115][cH:116][cH:117][cH:118]2)[c:119]2[cH:120][cH:121][cH:122][cH:123][cH:124]2)[cH:125][cH:126]1.[n:35]1[cH:36][c:37]([B:41]([OH:42])[OH:43])[cH:38][cH:39][cH:40]1>>[c:7]1(-[c:37]2[cH:36][n:35][cH:40][cH:39][cH:38]2)[cH:8][cH:9][c:10]2[c:24]([cH:25]1)[C:18]1([c:17]3[c:12]([c:13]([F:32])[cH:14][c:15]([C:26]4=[CH:31][CH2:30][O:29][CH2:28][CH2:27]4)[cH:16]3)[O:11]2)[N:19]=[C:20]([NH2:23])[O:21][CH2:22]1. Starting materials: C1CCOC1, COC(=O)CCNC(=O)c1ccc(C=CC(CCC(F)(F)F)c2ccc(-c3ccc(C(F)(F)F)cc3)nc2)cc1, Cl, [Na+], [OH-]. The product is O=C(O)CCNC(=O)c1ccc(C=CC(CCC(F)(F)F)c2ccc(-c3ccc(C(F)(F)F)cc3)nc2)cc1. RXN SMILES: [CH2:44]1[O:45][CH2:46][CH2:47][CH2:48]1.[CH3:1][O:2][C:3]([CH2:4][CH2:5][NH:6][C:7]([c:8]1[cH:9][cH:10][c:11]([CH:14]=[CH:15][CH:16]([CH2:17][CH2:18][C:19]([F:20])([F:21])[F:22])[c:23]2[cH:24][n:25][c:26](-[c:29]3[cH:30][cH:31][c:32]([C:35]([F:36])([F:37])[F:38])[cH:33][cH:34]3)[cH:27][cH:28]2)[cH:12][cH:13]1)=[O:39])=[O:40].[ClH:43].[Na+:42].[OH-:41]>>[O:2]=[C:3]([CH2:4][CH2:5][NH:6][C:7]([c:8]1[cH:9][cH:10][c:11]([CH:14]=[CH:15][CH:16]([CH2:17][CH2:18][C:19]([F:20])([F:21])[F:22])[c:23]2[cH:24][n:25][c:26](-[c:29]3[cH:30][cH:31][c:32]([C:35]([F:36])([F:37])[F:38])[cH:33][cH:34]3)[cH:27][cH:28]2)[cH:12][cH:13]1)=[O:39])[OH:40].